From a dataset of the Open Reaction Database (ORD), a public repository of structured organic reaction records. describe an organic reaction: reactants, conditions, products, and yield The reactants are C(C)(=O)O (acetic acid), NC1=CC=CC=C1 (aniline), O=C1C(=NN(C=C1)C1=CC(=CC=C1)C(F)(F)F)C(=O)NN (4-oxo-1-[3-(trifluoromethyl)phenyl]-1,4-dihydropyridazine-3-carbohydrazide), COC(N(C)C)OC (N,N-dimethylformamide dimethylacetal). Yields the product C1(=CC=CC=C1)N1C(=NN=C1)C1=NN(C=CC1=O)C1=CC(=CC=C1)C(F)(F)F (3-(4-phenyl-4H-1,2,4-triazol-3-yl)-1-[3-(trifluoromethyl)phenyl]pyridazin-4(1H)-one). Procedure details: A solution of 4-oxo-1-[3-(trifluoromethyl)phenyl]-1,4-dihydropyridazine-3-carbohydrazide (0.2 g, 0.67 mmol) and N,N-dimethylformamide dimethylacetal (0.09 mL, 0.67 mmol) in acetonitrile (2 mL) was heated at 55° C. for 45 min. After that time, acetic acid (2 mL) and aniline (0.06 mL, 0.66 mmol) were added and the temperature was increased to 125° C. for an additional 2 h. During this time, the acetonitrile was allowed to distill-off. The reaction was then concentrated to a dark residue and the cr... Reaction conditions: temperature 125 celsius. Reaction SMILES: [O:1]=[C:2]1[CH:7]=[CH:6][N:5]([C:8]2[CH:13]=[CH:12][CH:11]=[C:10]([C:14]([F:17])([F:16])[F:15])[CH:9]=2)[N:4]=[C:3]1[C:18]([NH:20][NH2:21])=O.CO[CH:24](OC)[N:25]([CH3:27])C.C(O)(=O)C.N[C:35]1[CH:40]=[CH:39]C=[CH:37][CH:36]=1>C(#N)C>[C:24]1([N:25]2[CH:27]=[N:21][N:20]=[C:18]2[C:3]2[C:2](=[O:1])[CH:7]=[CH:6][N:5]([C:8]3[CH:13]=[CH:12][CH:11]=[C:10]([C:14]([F:17])([F:16])[F:15])[CH:9]=3)[N:4]=2)[CH:39]=[CH:40][CH:35]=[CH:36][CH:37]=1. Solvent: C(C)#N (acetonitrile), C(C)#N (acetonitrile). Isolated yield 54.2%. Reactants: [N+](=O)([O-])C1=C2C=CC=NC2=CC=C1 (5-Nitroquinoline), S(=O)(=O)(OC)OC (dimethyl sulfate), [I-].[K+] (potassium iodide). Solvent: O (water). Reaction conditions: time 1.5 hour. The product is [I-].C[N+]1=CC=CC2=C(C=CC=C12)[N+](=O)[O-] (1-Methyl-5-nitroquinolinium iodide). As a reaction SMILES: [N+:1]([C:4]1[CH:13]=[CH:12][CH:11]=[C:10]2[C:5]=1[CH:6]=[CH:7][CH:8]=[N:9]2)([O-:3])=[O:2].S(OC)(O[CH3:18])(=O)=O.[I-:21].[K+]>O>[I-:21].[CH3:18][N+:9]1[C:10]2[C:5](=[C:4]([N+:1]([O-:3])=[O:2])[CH:13]=[CH:12][CH:11]=2)[CH:6]=[CH:7][CH:8]=1 |f:2.3,5.6|. Reported procedure: 5-Nitroquinoline (4 g, 30 mmol) was melted at 85° C., prior to addition of dimethyl sulfate (2.2 ml, 30 mmol), and the resulting mixture was stirred at this temperature for 1.5 hours. The yellow gel was dissolved in water (35 ml) and cooled to room temperature. A saturated aqueous solution of potassium iodide (7.63 g, 45.9 mmol) was added, and the resulting orange precipitate was filtered, washing the residue with chilled water. After drying under vacuum at 60° C., for 2 hours, the brick-red sol... Reactants: CCN(C(C)C)C(C)C, ClCCCl, O=S(=O)(O)Cl, O=C(O)CCCSSc1ccccn1. The product is O=C(O)C(CCSSc1ccccn1)S(=O)(=O)O. As a reaction SMILES: [CH:20]([N:21]([CH2:22][CH3:23])[CH:24]([CH3:25])[CH3:26])([CH3:27])[CH3:28].[Cl:29][CH2:30][CH2:31][Cl:32].[S:15]([OH:16])(=[O:17])(=[O:18])[Cl:19].[n:1]1[c:2]([S:7][S:8][CH2:9][CH2:10][CH2:11][C:12](=[O:13])[OH:14])[cH:3][cH:4][cH:5][cH:6]1>>[n:1]1[c:2]([S:7][S:8][CH2:9][CH2:10][CH:11]([C:12](=[O:13])[OH:14])[S:15](=[O:16])(=[O:17])[OH:18])[cH:3][cH:4][cH:5][cH:6]1. Reactants: Cc1ccccc1, ClC(Cl)Cl, OCc1cc2nc(Cl)nc(N3CCOCC3)c2s1, BrP(Br)Br. The product is Clc1nc(N2CCOCC2)c2sc(CBr)cc2n1. Reaction SMILES: [CH3:23][c:24]1[cH:25][cH:26][cH:27][cH:28][cH:29]1.[CH:30]([Cl:31])([Cl:32])[Cl:33].[Cl:1][c:2]1[n:3][c:4]([N:13]2[CH2:14][CH2:15][O:16][CH2:17][CH2:18]2)[c:5]2[c:6]([n:7]1)[cH:8][c:9]([CH2:11][OH:12])[s:10]2.[P:19]([Br:20])([Br:21])[Br:22]>>[Cl:1][c:2]1[n:3][c:4]([N:13]2[CH2:14][CH2:15][O:16][CH2:17][CH2:18]2)[c:5]2[c:6]([n:7]1)[cH:8][c:9]([CH2:11][Br:20])[s:10]2. The reactants are [OH-].[Na+] (sodium hydroxide), C(=O)(OC)C(OC1=C(C=C(C=C1CCC)CN1C(=NC2=NC=CC=C21)C)CCC)C2=CC1=C(C=C2)OCO1 (1-[4-(1-carbomethoxy-1-(3,4-methylenedioxyphenyl)methoxy)-3,5-dipropylphenylmethyl]-2-methyl-1H-imidazo[4,5-b]pyridine), C(CC(O)(C(=O)O)CC(=O)O)(=O)O (citric acid). The reagents and catalysts are C(Cl)Cl (methylene chloride). Run in CO (methanol). The product is C(=O)(O)C(OC1=C(C=C(C=C1CCC)CN1C(=NC2=NC=CC=C21)C)CCC)C2=CC1=C(C=C2)OCO1 (1-[4-(1-carboxy-1-(3,4-methylenedioxyphenyl)methoxy)-3,5-dipropylphenylmethyl]-2-methyl-1H-imidazo[4,5-b]pyridine). The yield is 48.7%. Reaction SMILES: [OH-].[Na+].[C:3]([CH:7]([C:32]1[CH:37]=[CH:36][C:35]2[O:38][CH2:39][O:40][C:34]=2[CH:33]=1)[O:8][C:9]1[C:14]([CH2:15][CH2:16][CH3:17])=[CH:13][C:12]([CH2:18][N:19]2[C:27]3[C:22](=[N:23][CH:24]=[CH:25][CH:26]=3)[N:21]=[C:20]2[CH3:28])=[CH:11][C:10]=1[CH2:29][CH2:30][CH3:31])([O:5]C)=[O:4].C(O)(=O)CC(CC(O)=O)(C(O)=O)O>CO.C(Cl)Cl>[C:3]([CH:7]([C:32]1[CH:37]=[CH:36][C:35]2[O:38][CH2:39][O:40][C:34]=2[CH:33]=1)[O:8][C:9]1[C:14]([CH2:15][CH2:16][CH3:17])=[CH:13][C:12]([CH2:18][N:19]2[C:27]3[C:22](=[N:23][CH:24]=[CH:25][CH:26]=3)[N:21]=[C:20]2[CH3:28])=[CH:11][C:10]=1[CH2:29][CH2:30][CH3:31])([OH:5])=[O:4] |f:0.1|. Reported procedure: A 5N sodium hydroxide solution (0.2 mL) was added to a stirred mixture of the product of Step A (27 mg, 0.0524 mmol) in methanol (2 mL). A few drops of methylene chloride were added to allow stirring then the mixture was stirred at room temperature for 2 h. The solution volume was reduced to ~10% in vacuo then 5% citric acid solution added. The mixture was extracted with ethyl acetate (3 times). The combined organic phase was washed with water, brine, dried (magnesium sulfate) and the solvent re... Yields the product O=C(NCCN1CCC(Nc2nc3ccccc3n2Cc2ccc(F)cc2)CC1)c1ccc(F)cc1. Starting materials: CN(C)C=O, Fc1ccc(Cn2c(NC3CCNCC3)nc3ccccc32)cc1, O=C(c1ccc(F)cc1)N1CC1, c1ccccc1. As a reaction SMILES: [CH3:37][N:38]([CH3:39])[CH:40]=[O:41].[F:13][c:14]1[cH:15][cH:16][c:17]([CH2:20][n:21]2[c:22]([NH:30][CH:31]3[CH2:32][CH2:33][NH:34][CH2:35][CH2:36]3)[n:23][c:24]3[c:25]2[cH:26][cH:27][cH:28][cH:29]3)[cH:18][cH:19]1.[F:1][c:2]1[cH:3][cH:4][c:5]([C:6](=[O:7])[N:8]2[CH2:9][CH2:10]2)[cH:11][cH:12]1.[cH:42]1[cH:43][cH:44][cH:45][cH:46][cH:47]1>>[F:1][c:2]1[cH:3][cH:4][c:5]([C:6](=[O:7])[NH:8][CH2:10][CH2:9][N:34]2[CH2:33][CH2:32][CH:31]([NH:30][c:22]3[n:21]([CH2:20][c:17]4[cH:16][cH:15][c:14]([F:13])[cH:19][cH:18]4)[c:25]4[c:24]([n:23]3)[cH:29][cH:28][cH:27][cH:26]4)[CH2:36][CH2:35]2)[cH:11][cH:12]1. The reactants are COC=1C=CC=C2COC(=O)C12 (7-methoxyphthalide), C1(=CC=CC=C1)P(C1=CC=CC=C1)(C1=CC=CC=C1)=CC(=O)OC (Methyl (triphenylphosphoranylidene)acetate), COC1=C(C=O)C=CC=C1 (2-methoxybenzaldehyde). Run in C(Cl)(Cl)Cl (chloroform). Reaction conditions: temperature 50 celsius, time 40 minute. Product: OC1OCC2=C1C(=CC=C2)OC (1-Hydroxy-7-methoxy-1,3-dihydrobenzo[c]furan), OCC1=C(C(=CC=C1)OC)/C=C/C(=O)OC (Methyl 2E-3-(2-hydroxymethyl-6-methoxyphenyl)acrylate). As a reaction SMILES: [CH3:1][O:2][C:3]1[CH:4]=[CH:5][CH:6]=[C:7]2[C:12]=1[C:10](=[O:11])[O:9][CH2:8]2.COC1C=CC=CC=1C=O.C1(P(=[CH:42][C:43]([O:45][CH3:46])=[O:44])(C2C=CC=CC=2)C2C=CC=CC=2)C=CC=CC=1>C(Cl)(Cl)Cl>[OH:11][CH:10]1[C:12]2[C:3]([O:2][CH3:1])=[CH:4][CH:5]=[CH:6][C:7]=2[CH2:8][O:9]1.[OH:9][CH2:8][C:7]1[CH:6]=[CH:5][CH:4]=[C:3]([O:2][CH3:1])[C:12]=1/[CH:10]=[CH:42]/[C:43]([O:45][CH3:46])=[O:44]. Procedure details: 1-Hydroxy-7-methoxy-1,3-dihydrobenzo[c]furan (1.08 g), which was prepared with using 7-methoxyphthalide which was synthesized with using 2-methoxybenzaldehyde by the method described in Journal of Organic Chemistry, 1980, 45, 1835-1838, was dissolved in chloroform (20 ml). Methyl (triphenylphosphoranylidene)acetate (2.68 g) was added to the solution. The mixture was stirred for 40 min. at 50° C. A temperature of the reaction mixture was down to room temperature. The reaction solution was purifie... The reactants are FC1=C(C=C(C=C1)C)CC#N ((2-fluoro-5-methyl-phenyl)-acetonitrile), C(CN)N (ethylene diamine). Product: FC1=C(CC=2NCCN2)C=C(C=C1)C (2-(2-Fluoro-5-methyl-benzyl)-4,5-dihydro-1H-imidazole). As a reaction SMILES: [F:1][C:2]1[CH:7]=[CH:6][C:5]([CH3:8])=[CH:4][C:3]=1[CH2:9][C:10]#[N:11].[CH2:12](N)[CH2:13][NH2:14]>>[F:1][C:2]1[CH:7]=[CH:6][C:5]([CH3:8])=[CH:4][C:3]=1[CH2:9][C:10]1[NH:14][CH2:13][CH2:12][N:11]=1. Procedure details: 2-(2-Fluoro-5-methyl-benzyl)-4,5-dihydro-1H-imidazole was prepared from (2-fluoro-5-methyl-phenyl)-acetonitrile and ethylene diamine in analogy to Example 19 b): light yellow powder; MS (ISP): 193.0 ((M+H)+.).